Task: describe an organic reaction: reactants, conditions, products, and yield. Dataset: the Open Reaction Database (ORD), a public repository of structured organic reaction records Starting materials: O=C([O-])[O-], CCCCCN, CS(=O)(=O)OCCc1ccccc1Br, CCOC(C)=O, [K+], [K+], C1CCOC1, O. Yields the product CCCCCNCCc1ccccc1Br. Reaction SMILES: [C:21](=[O:22])([O-:23])[O-:24].[CH2:15]([CH2:16][CH2:17][CH2:18][CH3:19])[NH2:20].[CH3:1][S:2]([O:3][CH2:6][CH2:7][c:8]1[c:9]([Br:14])[cH:10][cH:11][cH:12][cH:13]1)(=[O:4])=[O:5].[CH3:32][CH2:33][O:34][C:35](=[O:36])[CH3:37].[K+:25].[K+:26].[O:27]1[CH2:28][CH2:29][CH2:30][CH2:31]1.[OH2:38]>>[CH2:6]([CH2:7][c:8]1[c:9]([Br:14])[cH:10][cH:11][cH:12][cH:13]1)[NH:20][CH2:15][CH2:16][CH2:17][CH2:18][CH3:19]. The reactants are CN1CCCN(C)C1=O, CN1CCCN(C)C1=O, COC(=O)Cc1cccc(OC)c1, CC(C)[N-]C(C)C, ICC1CCCC1, [Li+], C1CCOC1. The product is COC(=O)C(CC1CCCC1)c1cccc(OC)c1. Reaction SMILES: [CH3:29][N:30]1[CH2:31][CH2:32][CH2:33][N:34]([CH3:35])[C:36]1=[O:37].[CH3:43][N:44]1[CH2:45][CH2:46][CH2:47][N:48]([CH3:49])[C:50]1=[O:51].[CH3:9][O:10][C:11]([CH2:12][c:13]1[cH:14][c:15]([O:19][CH3:20])[cH:16][cH:17][cH:18]1)=[O:21].[CH:1]([N-:2][CH:3]([CH3:4])[CH3:5])([CH3:6])[CH3:7].[I:22][CH2:23][CH:24]1[CH2:25][CH2:26][CH2:27][CH2:28]1.[Li+:8].[O:38]1[CH2:39][CH2:40][CH2:41][CH2:42]1>>[CH3:9][O:10][C:11]([CH:12]([c:13]1[cH:14][c:15]([O:19][CH3:20])[cH:16][cH:17][cH:18]1)[CH2:23][CH:24]1[CH2:25][CH2:26][CH2:27][CH2:28]1)=[O:21]. Starting materials: C(=O)(OCC)CC=P(C1=CC=CC=C1)(C1=CC=CC=C1)C1=CC=CC=C1 ((carbethoxyethylidene)triphenylphosphorane), FC1(C(N(C2=C(O1)C=C(C(=C2)N/N=C/C(C(F)(F)F)=O)F)CC#C)=O)F ((E)-2,2,7-trifluoro-4-(prop-2-ynyl)-6-(2-(3,3,3-trifluoro-2-oxopropylidene)hydrazinyl)-2H-benzo[b][1,4]oxazin-3-one), C1(=CC=CC=C1)P(C1=CC=CC=C1)(C1=CC=CC=C1)=O (triphenylphosphine oxide). The solvent is C1(=CC=CC=C1)C (toluene). Run at time 8 hour. The product is FC1(OC2=C(N(C1=O)CC#C)C=C(C(=C2)F)N2N=CC(=C(C2=O)C)C(F)(F)F)F (2,2,7-Trifluoro-6-(5-methyl-6-oxo-4-trifluoromethyl-6H-pyridazin-1-yl)-4-prop-2-ynyl-4H-benzo[1,4]oxazin-3-one). The yield is 70.1%. Reaction SMILES: [F:1][C:2]1([F:26])[O:7][C:6]2[CH:8]=[C:9]([F:21])[C:10]([NH:12]/[N:13]=[CH:14]/[C:15](=O)[C:16]([F:19])([F:18])[F:17])=[CH:11][C:5]=2[N:4]([CH2:22][C:23]#[CH:24])[C:3]1=[O:25].[C:27]([CH2:32][CH:33]=P(C1C=CC=CC=1)(C1C=CC=CC=1)C1C=CC=CC=1)(OCC)=[O:28].C1(P(=O)(C2C=CC=CC=2)C2C=CC=CC=2)C=CC=CC=1>C1(C)C=CC=CC=1>[F:1][C:2]1([F:26])[C:3](=[O:25])[N:4]([CH2:22][C:23]#[CH:24])[C:5]2[CH:11]=[C:10]([N:12]3[C:27](=[O:28])[C:32]([CH3:33])=[C:15]([C:16]([F:19])([F:18])[F:17])[CH:14]=[N:13]3)[C:9]([F:21])=[CH:8][C:6]=2[O:7]1. Procedure: To a stirred yellow suspension of (E)-2,2,7-trifluoro-4-(prop-2-ynyl)-6-(2-(3,3,3-trifluoro-2-oxopropylidene)hydrazinyl)-2H-benzo[b][1,4]oxazin-3-one (1399 mg, 3.69 mmol) in dry toluene (20 ml) was added (carbethoxyethylidene)triphenylphosphorane (1738 mg, 4.80 mmol), resulting in a clear orange/red solution. The reaction was continued overnight at reflux under Dean-Stark conditions, while conducting aezotropic dehydration. Thereupon the reaction mixture was concentrated in vacuo to yield 2.99 g... The reactants are [Si](C)(C)(C(C)(C)C)OCC=1C(=C(C=CC1)C=1C=NC(=NC1)N1CCN(CC1)S(=O)(=O)C=C)F (5-[3-({[tert-Butyl(dimethyl)silyl]oxy}methyl)-2-fluorophenyl]-2-[4-(vinylsulfonyl)piperazin-1-yl]pyrimidine), C1CCOC1 (THF), CO (MeOH), [OH-].[Na+] (NaOH). Solvent: C(Cl)(Cl)Cl (CHCl3). Conditions: time 3 hour. Product: [Si](C)(C)(C(C)(C)C)OCC=1C(=C(C=CC1)C=1C=NC(=NC1)N1CCN(CC1)S(=O)(=O)CCOC)F (5-[3-({[tert-butyl(dimethyl)silyl]oxy}methyl)-2-fluorophenyl]-2-{4-[(2-methoxyethyl)sulfonyl]piperazin-1-yl}pyrimidine). Reaction SMILES: [Si:1]([O:8][CH2:9][C:10]1[C:11]([F:33])=[C:12]([C:16]2[CH:17]=[N:18][C:19]([N:22]3[CH2:27][CH2:26][N:25]([S:28]([CH:31]=[CH2:32])(=[O:30])=[O:29])[CH2:24][CH2:23]3)=[N:20][CH:21]=2)[CH:13]=[CH:14][CH:15]=1)([C:4]([CH3:7])([CH3:6])[CH3:5])([CH3:3])[CH3:2].C1C[O:37][CH2:36]C1.CO.[OH-].[Na+]>C(Cl)(Cl)Cl>[Si:1]([O:8][CH2:9][C:10]1[C:11]([F:33])=[C:12]([C:16]2[CH:17]=[N:18][C:19]([N:22]3[CH2:23][CH2:24][N:25]([S:28]([CH2:31][CH2:32][O:37][CH3:36])(=[O:30])=[O:29])[CH2:26][CH2:27]3)=[N:20][CH:21]=2)[CH:13]=[CH:14][CH:15]=1)([C:4]([CH3:6])([CH3:7])[CH3:5])([CH3:2])[CH3:3] |f:3.4|. Procedure details: 5-[3-({[tert-Butyl(dimethyl)silyl]oxy}methyl)-2-fluorophenyl]-2-[4-(vinylsulfonyl)piperazin-1-yl]pyrimidine (360 mg) was mixed with THF (3 ml) and MeOH (4 ml), and a 1 M aqueous NaOH solution (1.46 ml) was added thereto, followed by stirring at room temperature for 3 hours. CHCl3 was added to the reaction mixture, which was washed with water and saturated brine, and dried over Na2SO4. Then, the organic layer was concentrated under reduced pressure to obtain 5-[3-({[tert-butyl(dimethyl)silyl]oxy}... The reactants are NC1=CC=C(C(=C1C#N)F)Br (6-amino-3-bromo-2-fluoro-benzonitrile), F[B-](F)(F)F.O=[N+]=O (nitronium tetrafluoroborate). Solvent: C(C)#N (acetonitrile), [Cl-].[Na+].O (brine), C(C)#N (acetonitrile). Reaction conditions: time 16 hour. Product: NC1=C(C#N)C(=C(C=C1[N+](=O)[O-])Br)F (2-amino-5-bromo-6-fluoro-3-nitro-benzonitrile). The yield is 52.0%. RXN SMILES: [NH2:1][C:2]1[C:7]([C:8]#[N:9])=[C:6]([F:10])[C:5]([Br:11])=[CH:4][CH:3]=1.F[B-](F)(F)F.[O:17]=[N+:18]=[O:19]>C(#N)C.[Cl-].[Na+].O>[NH2:1][C:2]1[C:3]([N+:18]([O-:19])=[O:17])=[CH:4][C:5]([Br:11])=[C:6]([F:10])[C:7]=1[C:8]#[N:9] |f:1.2,4.5.6|. Procedure details: To a cooled (0° C.) solution of 6-amino-3-bromo-2-fluoro-benzonitrile (8.0 g, 37 mmol) in acetonitrile (40 mL) under nitrogen was added dropwise a solution of nitronium tetrafluoroborate in acetonitrile. The reaction mixture and stirred for 16 h at RT. The reaction mixture was treated with brine and extracted with ethyl acetate. The organic fraction was washed with water followed by brine and dried over anhydrous sodium sulfate, filtered and concentrated. Purification by column chromatography (1...